Dataset: the Open Reaction Database (ORD), a public repository of structured organic reaction records. Task: describe an organic reaction: reactants, conditions, products, and yield The reactants are [N+](=O)(O)[O-].[N+](=O)([O-])C1=CC=C(C=C1)C(CN)O[N+](=O)[O-] (2-(4-nitrophenyl)-2-nitroxyethylamine nitrate), C[O-].[Na+] (sodium methoxide), C(#N)N=C(OC(C)C)C1=CC=NC=C1 (Isopropyl N-cyano-4-pyridinecarboximidate). The solvent is CO (methanol). Conditions: time 16 hour. Yields the product C(#N)NC(=NCC(O[N+](=O)[O-])C1=CC=C(C=C1)[N+](=O)[O-])C1=CC=NC=C1 (N-cyano-N'-[2-(4-nitrophenyl) 2-nitroxyethyl]-4-pyridinecarboximidamide). The yield is 33.3%. As a reaction SMILES: [C:1]([N:3]=[C:4]([C:9]1[CH:14]=[CH:13][N:12]=[CH:11][CH:10]=1)OC(C)C)#[N:2].[N+]([O-])(O)=O.[N+:19]([C:22]1[CH:27]=[CH:26][C:25]([CH:28]([O:31][N+:32]([O-:34])=[O:33])[CH2:29][NH2:30])=[CH:24][CH:23]=1)([O-:21])=[O:20].C[O-].[Na+]>CO>[C:1]([NH:3][C:4]([C:9]1[CH:10]=[CH:11][N:12]=[CH:13][CH:14]=1)=[N:30][CH2:29][CH:28]([C:25]1[CH:26]=[CH:27][C:22]([N+:19]([O-:21])=[O:20])=[CH:23][CH:24]=1)[O:31][N+:32]([O-:34])=[O:33])#[N:2] |f:1.2,3.4|. Procedure: Isopropyl N-cyano-4-pyridinecarboximidate (0.22 g, 1.2 mmol) was dissolved in methanol (10 ml), and 2-(4-nitrophenyl)-2-nitroxyethylamine nitrate (0.40 g, 1.4 mmol) and sodium methoxide (0.14 g, 2.6 mmol) were added. The mixture was stirred at room temperature for 16 hours. After the reaction was completed, the reaction solution was concentrated under reduced pressure, and the residue was extracted with chloroform (50 ml×3). The chloroform layer was washed with water (100 ml), dried over anhydro... Starting materials: CC(C)(C)OC(=O)Nc1ccnc(-c2nc(=O)c3ccccc3s2)c1, CC(C)OC(C)C, O=C(O)C(F)(F)F. The product is Nc1ccnc(-c2nc(=O)c3ccccc3s2)c1. RXN SMILES: [C:1]([O:2][C:3](=[O:4])[NH:8][c:9]1[cH:10][c:11](-[c:15]2[s:16][c:17]3[c:18]([c:19](=[O:21])[n:20]2)[cH:22][cH:23][cH:24][cH:25]3)[n:12][cH:13][cH:14]1)([CH3:5])([CH3:6])[CH3:7].[CH:26]([O:27][CH:28]([CH3:29])[CH3:30])([CH3:31])[CH3:32].[OH:33][C:34]([C:35]([F:36])([F:37])[F:38])=[O:39]>>[NH2:8][c:9]1[cH:10][c:11](-[c:15]2[s:16][c:17]3[c:18]([c:19](=[O:21])[n:20]2)[cH:22][cH:23][cH:24][cH:25]3)[n:12][cH:13][cH:14]1. The reactants are C(C)(=O)N1C(C(C2=CC(=CC=C12)[N+](=O)[O-])=C(C1=CC=CC=C1)OCC)=O (1-acetyl-3-(1-ethoxy-1-phenyl-methylidene)-5-nitro-2-indolinone), CN(CCC1=CC=C(N)C=C1)C (4-(2-dimethylamino-ethyl)-aniline), [OH-].[Na+] (sodium hydroxide). The solvent is CN(C)C=O (DMF), CO (methanol). Yields the product CN(CCC1=CC=C(C=C1)N\C(\C1=CC=CC=C1)=C\1/C(NC2=CC=C(C=C12)[N+](=O)[O-])=O)C ((Z)-3-{1-[4-(2-dimethylamino-ethyl)-phenylamino]-1-phenyl-methylidene}-5-nitro-2-indolinone). As a reaction SMILES: C([N:4]1[C:12]2[C:7](=[CH:8][C:9]([N+:13]([O-:15])=[O:14])=[CH:10][CH:11]=2)[C:6](=[C:16](OCC)[C:17]2[CH:22]=[CH:21][CH:20]=[CH:19][CH:18]=2)[C:5]1=[O:26])(=O)C.[CH3:27][N:28]([CH3:38])[CH2:29][CH2:30][C:31]1[CH:37]=[CH:36][C:34]([NH2:35])=[CH:33][CH:32]=1.[OH-].[Na+]>CN(C=O)C.CO>[CH3:38][N:28]([CH3:27])[CH2:29][CH2:30][C:31]1[CH:37]=[CH:36][C:34]([NH:35]/[C:16](=[C:6]2\[C:5](=[O:26])[NH:4][C:12]3[C:7]\2=[CH:8][C:9]([N+:13]([O-:15])=[O:14])=[CH:10][CH:11]=3)/[C:17]2[CH:18]=[CH:19][CH:20]=[CH:21][CH:22]=2)=[CH:33][CH:32]=1 |f:2.3|. Procedure details: Prepared analogously to Example 82 from 1-acetyl-3-(1-ethoxy-1-phenyl-methylidene)-5-nitro-2-indolinone and 4-(2-dimethylamino-ethyl)-aniline in DMF and subsequent treatment with sodium hydroxide solution in methanol. Reactants: C1COCCO1, O=C(Cn1cccc1C(=O)C(Cl)(Cl)Cl)c1ccccn1, Cl, [Na+], [OH-], O. The product is O=C(Cn1cccc1C(=O)O)c1ccccn1. As a reaction SMILES: [CH2:25]1[O:26][CH2:27][CH2:28][O:29][CH2:30]1.[Cl:1][C:2]([C:3](=[O:4])[c:5]1[n:6]([CH2:10][C:11]([c:12]2[n:13][cH:14][cH:15][cH:16][cH:17]2)=[O:18])[cH:7][cH:8][cH:9]1)([Cl:19])[Cl:20].[ClH:24].[Na+:22].[OH-:21].[OH2:23]>>[C:3]([OH:4])([c:5]1[n:6]([CH2:10][C:11]([c:12]2[n:13][cH:14][cH:15][cH:16][cH:17]2)=[O:18])[cH:7][cH:8][cH:9]1)=[O:21].